This data is from the Open Reaction Database (ORD), a public repository of structured organic reaction records. The task is: describe an organic reaction: reactants, conditions, products, and yield Starting materials: CN(C)C=O, O=Cc1csc(-c2ccc(Cl)c(Cl)c2)c1O, Cl, NNC(=S)Nc1ccc(C(=O)O)cc1, O. Product: O=C(O)c1ccc(NC(=S)NN=Cc2csc(-c3ccc(Cl)c(Cl)c3)c2O)cc1. As a reaction SMILES: [CH3:31][N:32]([CH3:33])[CH:34]=[O:35].[Cl:1][c:2]1[cH:3][c:4](-[c:9]2[s:10][cH:11][c:12]([CH:15]=[O:16])[c:13]2[OH:14])[cH:5][cH:6][c:7]1[Cl:8].[ClH:36].[NH:17]([NH2:18])[C:19](=[S:20])[NH:21][c:22]1[cH:23][cH:24][c:25]([C:26](=[O:27])[OH:28])[cH:29][cH:30]1.[OH2:37]>>[Cl:1][c:2]1[cH:3][c:4](-[c:9]2[s:10][cH:11][c:12]([CH:15]=[N:18][NH:17][C:19](=[S:20])[NH:21][c:22]3[cH:23][cH:24][c:25]([C:26](=[O:27])[OH:28])[cH:29][cH:30]3)[c:13]2[OH:14])[cH:5][cH:6][c:7]1[Cl:8].